The task is: describe an organic reaction: reactants, conditions, products, and yield. This data is from the Open Reaction Database (ORD), a public repository of structured organic reaction records. The reactants are NC[C@H]1N(CCC[C@H]1C)C(=O)C1=C(C=CC(=C1)C)N1N=CC=N1 (((2S,3R)-2-(aminomethyl)-3-methylpiperidin-1-yl)(5-methyl-2-(2H-1,2,3-triazol-2-yl)phenyl)methanone), BrC1=C2C=NC(=NC2=CC=C1)Cl (5-bromo-2-chloroquinazoline). Product: BrC1=C2C=NC(=NC2=CC=C1)NC[C@H]1N(CCC[C@H]1C)C(=O)C1=C(C=CC(=C1)C)N1N=CC=N1 (((2S,3R)-2-(((5-Bromoquinazolin-2-yl)amino)methyl)-3-methylpiperidin-1-yl)(5-methyl-2-(2H-1,2,3-triazol-2-yl)phenyl)methanone). As a reaction SMILES: [NH2:1][CH2:2][C@@H:3]1[C@H:8]([CH3:9])[CH2:7][CH2:6][CH2:5][N:4]1[C:10]([C:12]1[CH:17]=[C:16]([CH3:18])[CH:15]=[CH:14][C:13]=1[N:19]1[N:23]=[CH:22][CH:21]=[N:20]1)=[O:11].[Br:24][C:25]1[CH:34]=[CH:33][CH:32]=[C:31]2[C:26]=1[CH:27]=[N:28][C:29](Cl)=[N:30]2>>[Br:24][C:25]1[CH:34]=[CH:33][CH:32]=[C:31]2[C:26]=1[CH:27]=[N:28][C:29]([NH:1][CH2:2][C@@H:3]1[C@H:8]([CH3:9])[CH2:7][CH2:6][CH2:5][N:4]1[C:10]([C:12]1[CH:17]=[C:16]([CH3:18])[CH:15]=[CH:14][C:13]=1[N:19]1[N:23]=[CH:22][CH:21]=[N:20]1)=[O:11])=[N:30]2. Reported procedure: The title compound was prepared following the same general protocol as described for Example A1 using ((2S,3R)-2-(aminomethyl)-3-methylpiperidin-1-yl)(5-methyl-2-(2H-1,2,3-triazol-2-yl)phenyl)methanone and 5-bromo-2-chloroquinazoline. ESI-MS (m/z): 520, 522 [M]+, [M+2]+. Reactants: C1(=CC=CC=C1)CCNC(CCCCl)=O (N-(2-phenylethyl)-4-chlorobutyramide), C(C)(C)O.ClCCl (isopropanol dichloromethane), [Cl-].C1CC[N+]2=C1C1=CC=CC=C1CC2 (2,3,5,6-tetrahydro-1H-pyrrolo[2,1-a]isoquinolinium chloride), C(#N)[BH3-].[Na+] (sodium cyanoborohydride). Solvent: CO (methanol), C(C)(=O)O (acetic acid). Reaction conditions: time 8 hour. The product is C1CCN2C1C1=CC=CC=C1CC2 (1,2,3,5,6,10b-Hexahydropyrrolo[2,1-a]isoquinoline). The yield is 70.0%. As a reaction SMILES: [Cl-].[CH2:2]1[C:6]2[C:7]3[C:12]([CH2:13][CH2:14][N+:5]=2[CH2:4][CH2:3]1)=[CH:11][CH:10]=[CH:9][CH:8]=3.C1(CCNC(=O)CCCCl)C=CC=CC=1.C(O)(C)C.ClCCl.C([BH3-])#N.[Na+]>CO.C(O)(=O)C>[CH2:2]1[CH:6]2[C:7]3[C:12]([CH2:13][CH2:14][N:5]2[CH2:4][CH2:3]1)=[CH:11][CH:10]=[CH:9][CH:8]=3 |f:0.1,3.4,5.6|. Reported procedure: To a solution of 2,3,5,6-tetrahydro-1H-pyrrolo[2,1-a]isoquinolinium chloride (prepared by the method of S. Akaboshi, T. Kutsuma, and K. Achiwa, J. Pharm. Bull., 1960, 8, 14, from N-(2-phenylethyl)-4-chlorobutyramide (56.4 g, 0.25 mol) and extracted into isopropanol-dichloromethane) in methanol (700 ml) and acetic acid (50 ml) at 0° C. was added portionwise sodium cyanoborohydride (19 g) over 1 h. After stirring overnight, the solvent was concentrated in vacuo. The residue was dissolved in dilute... Reactants: O=C1CCC(=O)N1Br, ClCCl, CS(=O)(=O)c1ccc(C(CC2CCC(=O)CC2)C(=O)O)cc1Cl, Nc1cnc(Cl)cn1, c1ccc(P(c2ccccc2)c2ccccc2)cc1, Cc1cccc(C)n1. Yields the product CS(=O)(=O)c1ccc(C(CC2CCC(=O)CC2)C(=O)Nc2cnc(Cl)cn2)cc1Cl. RXN SMILES: [Br:43][N:44]1[C:45](=[O:46])[CH2:47][CH2:48][C:49]1=[O:50].[CH2:67]([Cl:68])[Cl:69].[Cl:1][c:2]1[cH:3][c:4]([CH:12]([C:13](=[O:14])[OH:15])[CH2:16][CH:17]2[CH2:18][CH2:19][C:20](=[O:23])[CH2:21][CH2:22]2)[cH:5][cH:6][c:7]1[S:8](=[O:9])(=[O:10])[CH3:11].[NH2:51][c:52]1[n:53][cH:54][c:55]([Cl:58])[n:56][cH:57]1.[c:24]1([P:25]([c:26]2[cH:27][cH:28][cH:29][cH:30][cH:31]2)[c:32]2[cH:33][cH:34][cH:35][cH:36][cH:37]2)[cH:38][cH:39][cH:40][cH:41][cH:42]1.[n:59]1[c:60]([CH3:61])[cH:62][cH:63][cH:64][c:65]1[CH3:66]>>[Cl:1][c:2]1[cH:3][c:4]([CH:12]([C:13](=[O:14])[NH:51][c:52]2[n:53][cH:54][c:55]([Cl:58])[n:56][cH:57]2)[CH2:16][CH:17]2[CH2:18][CH2:19][C:20](=[O:23])[CH2:21][CH2:22]2)[cH:5][cH:6][c:7]1[S:8](=[O:9])(=[O:10])[CH3:11]. The reactants are B, CN(C)S(=O)(=O)c1ccc2c(c1)C(=O)Nc1ccccc1O2, CSC, CO, C1CCOC1. Product: CN(C)S(=O)(=O)c1ccc2c(c1)CNc1ccccc1O2. Reaction SMILES: [BH3:26].[CH3:1][N:2]([S:3](=[O:4])(=[O:5])[c:6]1[cH:7][cH:8][c:9]2[c:10]([cH:21]1)[C:11](=[O:20])[NH:12][c:13]1[c:14]([cH:16][cH:17][cH:18][cH:19]1)[O:15]2)[CH3:22].[CH3:23][S:24][CH3:25].[CH3:32][OH:33].[O:27]1[CH2:28][CH2:29][CH2:30][CH2:31]1>>[CH3:1][N:2]([S:3](=[O:4])(=[O:5])[c:6]1[cH:7][cH:8][c:9]2[c:10]([cH:21]1)[CH2:11][NH:12][c:13]1[c:14]([cH:16][cH:17][cH:18][cH:19]1)[O:15]2)[CH3:22]. Yields the product Cn1ncc(C(=O)N2CCC2)c1C(=O)Nc1cc2nc(-c3ccccc3)cn2c(N2CCOCC2)n1. RXN SMILES: [CH2:1]1[CH2:2][NH:3][CH2:4]1.[O:5]1[CH2:6][CH2:7][N:8]([c:11]2[n:12][c:13]([NH:26][C:27](=[O:28])[c:29]3[n:30]([CH3:42])[n:31][cH:32][c:33]3[C:34](=[O:35])[N:36]3[CH2:37][CH2:38][O:40][CH2:39][CH2:41]3)[cH:14][c:15]3[n:16]2[cH:17][c:18](-[c:20]2[cH:21][cH:22][cH:23][cH:24][cH:25]2)[n:19]3)[CH2:9][CH2:10]1>>[O:5]1[CH2:6][CH2:7][N:8]([c:11]2[n:12][c:13]([NH:26][C:27](=[O:28])[c:29]3[n:30]([CH3:42])[n:31][cH:32][c:33]3[C:34](=[O:35])[N:36]3[CH2:37][CH2:38][CH2:41]3)[cH:14][c:15]3[n:16]2[cH:17][c:18](-[c:20]2[cH:21][cH:22][cH:23][cH:24][cH:25]2)[n:19]3)[CH2:9][CH2:10]1. Reactants: C1CNC1, Cn1ncc(C(=O)N2CCOCC2)c1C(=O)Nc1cc2nc(-c3ccccc3)cn2c(N2CCOCC2)n1. Reactants: C1(=CC=CC=C1)P(C1=CC=CC=C1)C1=CC=CC=C1 (triphenylphosphine), ClC1=CC=C(C=C1)S(=O)(=O)[O-] (4-chlorobenzenesulfonate). Product: ClC1=CC=C(C=C1)S(=O)(=O)[O-].C[P+](C1=CC=CC=C1)(C1=CC=CC=C1)C1=CC=CC=C1 (Methyltriphenylphosphonium 4-chlorobenzenesulfonate). The yield is 157.7%. As a reaction SMILES: [C:1]1([P:7]([C:14]2[CH:19]=[CH:18][CH:17]=[CH:16][CH:15]=2)[C:8]2[CH:13]=[CH:12][CH:11]=[CH:10][CH:9]=2)[CH:6]=[CH:5][CH:4]=[CH:3][CH:2]=1.[Cl:20][C:21]1[CH:26]=[CH:25][C:24]([S:27]([O-:30])(=[O:29])=[O:28])=[CH:23][CH:22]=1>>[Cl:20][C:21]1[CH:22]=[CH:23][C:24]([S:27]([O-:30])(=[O:28])=[O:29])=[CH:25][CH:26]=1.[CH3:21][P+:7]([C:1]1[CH:2]=[CH:3][CH:4]=[CH:5][CH:6]=1)([C:8]1[CH:13]=[CH:12][CH:11]=[CH:10][CH:9]=1)[C:14]1[CH:15]=[CH:16][CH:17]=[CH:18][CH:19]=1 |f:2.3|. Procedure details: A mixture of 11.0 g (41.9 mmol) of triphenylphosphine and 9.16 g (44.4 mmol) of 4-chlorobenzenesulfonate was allowed to react for 2 hr at 140° C. A total of 16.4 g (35.0 mmol, 83.5%) of the title product was obtained. It was further purified by recrystallization from 95:5 toluene-acetonitrile. Analyses: mp 123.2°-125.2° C. Procedure: Thionyl chloride (0.102 g, 0.86 mmol) was added to a suspension of 5-(2,3-dichlorophenylsulfanyl)-4-nitrothiophene-2-carboxylic acid (0.15 g, 0.43 mmol) in toluene (5 mL) and the stirred mixture was heated at 80° C. for 1 hour. TLC analysis showed no acid remaining so the mixture was allowed to cool to ambient temperature and then concentrated in vacuo to give the dark brown viscous oil. The oil was dissolved in 1,4-dioxane (1 mL) and added at 5° C. to stirred 40% aqueous methylamine solution (5... Yield: 35.0%. Yields the product ClC1=C(C=CC=C1Cl)SC1=C(C=C(S1)C(=O)NC)[N+](=O)[O-] (5-(2,3-dichlorophenylsulfanyl)-N-methyl-4-nitrothiophene-2-carboxamide). The reactants are S(=O)(Cl)Cl (Thionyl chloride), ClC1=C(C=CC=C1Cl)SC1=C(C=C(S1)C(=O)O)[N+](=O)[O-] (5-(2,3-dichlorophenylsulfanyl)-4-nitrothiophene-2-carboxylic acid), CN (methylamine). Solvent: O1CCOCC1 (1,4-dioxane), C1(=CC=CC=C1)C (toluene). Run at temperature 80 celsius, time 15 minute. As a reaction SMILES: S(Cl)(Cl)=O.[Cl:5][C:6]1[C:11]([Cl:12])=[CH:10][CH:9]=[CH:8][C:7]=1[S:13][C:14]1[S:18][C:17]([C:19](O)=[O:20])=[CH:16][C:15]=1[N+:22]([O-:24])=[O:23].[CH3:25][NH2:26]>C1(C)C=CC=CC=1.O1CCOCC1>[Cl:5][C:6]1[C:11]([Cl:12])=[CH:10][CH:9]=[CH:8][C:7]=1[S:13][C:14]1[S:18][C:17]([C:19]([NH:26][CH3:25])=[O:20])=[CH:16][C:15]=1[N+:22]([O-:24])=[O:23]. Reactants: [Al+3], [Cl-], [Cl-], [Cl-], Clc1ccc(-c2ccccc2)cc1, O=[N+]([O-])c1ccccc1, O=C1CCC(=O)O1. Product: O=C(O)CCC(=O)c1ccc(-c2ccc(Cl)cc2)cc1. Reaction SMILES: [Al+3:22].[Cl-:21].[Cl-:23].[Cl-:24].[Cl:1][c:2]1[cH:3][cH:4][c:5](-[c:8]2[cH:9][cH:10][cH:11][cH:12][cH:13]2)[cH:6][cH:7]1.[O-:25][N+:26]([c:27]1[cH:28][cH:29][cH:30][cH:31][cH:32]1)=[O:33].[O:14]=[C:15]1[CH2:16][CH2:17][C:18](=[O:19])[O:20]1>>[Cl:1][c:2]1[cH:3][cH:4][c:5](-[c:8]2[cH:9][cH:10][c:11]([C:18]([CH2:17][CH2:16][C:15](=[O:14])[OH:20])=[O:19])[cH:12][cH:13]2)[cH:6][cH:7]1. Starting materials: Cl (Hydrogen chloride), C(C)(C)(C)OC(=O)NCCCNC(=O)N1C(=O)NC(=O)C(=C1)F (1-[N-[3-(t-butoxycarbonylamino)propyl]carbamoyl]-5-fluorouracil). Solvent: C(C)O (ethanol). Reaction conditions: time 1 hour. Yields the product Cl.NCCCNC(=O)N1C(=O)NC(=O)C(=C1)F (1-[N-(3-aminopropyl)carbamoyl]-5-fluorouracil hydrochloride). RXN SMILES: [ClH:1].C(OC([NH:9][CH2:10][CH2:11][CH2:12][NH:13][C:14]([N:16]1[CH:23]=[C:22]([F:24])[C:20](=[O:21])[NH:19][C:17]1=[O:18])=[O:15])=O)(C)(C)C>C(O)C>[ClH:1].[NH2:9][CH2:10][CH2:11][CH2:12][NH:13][C:14]([N:16]1[CH:23]=[C:22]([F:24])[C:20](=[O:21])[NH:19][C:17]1=[O:18])=[O:15] |f:3.4|. Procedure: Hydrogen chloride gas was introduced to the solution of 1-[N-[3-(t-butoxycarbonylamino)propyl]carbamoyl]-5-fluorouracil (5.1 g.) which was prepared in Example 20 in ethanol (30 ml.) until precipitates were appeared for 1 hour with stirring under cooling with ice. The reaction mixture was further stirred for 1 hour at ambient temperature, and diethyl ether (100 ml.) was added therein. The resultant crystalline precipitates were collected by filtration and were dried over phosphoric anhydride to g... Yield: 79.0%. Reaction conditions: time 24 hour. Solvent: CN(C=O)C (dimethylformamide). The product is N([C@@H](CC(N)=O)C(=O)N[C@@H](C)C(=O)OCC1=CC=CC=C1)C(=O)OC(C)(C)C (BOC-Asn-Ala-OBzl). The reactants are p-nitrophenyl ester, C(=O)(OC(C)(C)C)N[C@@H](CC(N)=O)C(=O)O (BOC-Asparagine), CC=1C=CC(=CC1)S(=O)(=O)O (p-toluene sulfonate), benzyl ester, N[C@@H](C)C(=O)O (alanine), CN1CCOCC1 (N-methylmorpholine). RXN SMILES: [C:1]([NH:8][C@H:9]([C:14]([OH:16])=O)[CH2:10][C:11](=[O:13])[NH2:12])([O:3][C:4]([CH3:7])([CH3:6])[CH3:5])=[O:2].[CH3:17][C:18]1[CH:19]=[CH:20][C:21](S(O)(=O)=O)=[CH:22][CH:23]=1.[NH2:28][C@H:29]([C:31]([OH:33])=[O:32])[CH3:30].CN1CCOCC1>CN(C)C=O>[NH:8]([C:1]([O:3][C:4]([CH3:5])([CH3:6])[CH3:7])=[O:2])[C@H:9]([C:14]([NH:28][C@H:29]([C:31]([O:33][CH2:17][C:18]1[CH:19]=[CH:20][CH:21]=[CH:22][CH:23]=1)=[O:32])[CH3:30])=[O:16])[CH2:10][C:11](=[O:13])[NH2:12]. Procedure: 1.5 g (4.24 mmoles) of p-nitrophenyl ester of BOC-Asparagine are added to a solution cooled to 0° of 1.7 g (4.84 mmoles) of p-toluene sulfonate of the benzyl ester of alanine and of 0.53 ml (4.84 mmoles) of N-methylmorpholine, in 15 ml of dimethylformamide. After 24 hours at ambiant temperature, the product is purified as described above. In suspension in ether, 1.33 g (79%) of the product is obtained after filtration, having a melting point and a rotatory power (in dimethyl formamide) respectiv...